This data is from the Open Reaction Database (ORD), a public repository of structured organic reaction records. The task is: describe an organic reaction: reactants, conditions, products, and yield Reactants: O=C([O-])O, CCc1ccsc1, ClCCl, [Na+], CN(C)C=O, [OH-], O=P(Cl)(Cl)Cl. Product: CCc1csc(C=O)c1. Reaction SMILES: [C:13]([O-:14])(=[O:15])[OH:16].[CH2:6]([CH3:7])[c:8]1[cH:9][s:10][cH:11][cH:12]1.[Cl:19][CH2:20][Cl:21].[Na+:18].[O:22]=[CH:23][N:24]([CH3:25])[CH3:26].[OH-:17].[P:1]([Cl:2])([Cl:3])([Cl:4])=[O:5]>>[CH2:6]([CH3:7])[c:8]1[cH:9][s:10][c:11]([CH:13]=[O:14])[cH:12]1. The reactants are CC(C(=O)NC1=CC(=CC=C1)C1CCN(CC1)CCCCC(C1=CC=C(C=C1)C(F)(F)F)=O)C (2-methyl-N-[3-(1-[5-oxo-5-[4-(trifluoromethyl)phenyl]pentyl}-4-piperidinyl)phenyl]propanamide), Cl.COC1=CC=C(C=C1)NN (4-methoxyphenylhydrazine hydrochloride). Yields the product COC=1C=C2C(=C(NC2=CC1)C1=CC=C(C=C1)C(F)(F)F)CCCN1CCC(CC1)C=1C=C(C=CC1)NC(C(C)C)=O (N-{3-[1-(3-{5-METHOXY-2-[4-(TRIFLUOROMETHYL)PHENYL]-1H-INDOL-3-YL}PROPYL)-4-PIPERIDINYL]PHENYL}-2-METHYLPROPANAMIDE). Reaction SMILES: [CH3:1][CH:2]([CH3:34])[C:3]([NH:5][C:6]1[CH:11]=[CH:10][CH:9]=[C:8]([CH:12]2[CH2:17][CH2:16][N:15]([CH2:18][CH2:19][CH2:20][CH2:21][C:22](=O)[C:23]3[CH:28]=[CH:27][C:26]([C:29]([F:32])([F:31])[F:30])=[CH:25][CH:24]=3)[CH2:14][CH2:13]2)[CH:7]=1)=[O:4].Cl.[CH3:36][O:37][C:38]1[CH:43]=[CH:42][C:41]([NH:44]N)=[CH:40][CH:39]=1>>[CH3:36][O:37][C:38]1[CH:39]=[C:40]2[C:41](=[CH:42][CH:43]=1)[NH:44][C:22]([C:23]1[CH:28]=[CH:27][C:26]([C:29]([F:31])([F:32])[F:30])=[CH:25][CH:24]=1)=[C:21]2[CH2:20][CH2:19][CH2:18][N:15]1[CH2:14][CH2:13][CH:12]([C:8]2[CH:7]=[C:6]([NH:5][C:3](=[O:4])[CH:2]([CH3:34])[CH3:1])[CH:11]=[CH:10][CH:9]=2)[CH2:17][CH2:16]1 |f:1.2|. Procedure details: Prepared by Procedure E and Scheme M using 2-methyl-N-[3-(1-[5-oxo-5-[4-(trifluoromethyl)phenyl]pentyl}-4-piperidinyl)phenyl]propanamide and 4-methoxyphenylhydrazine hydrochloride: ESMS m/e: 578.2 (M+H)+. Reported procedure: To a mixture of spiro[furo[2,3-f][1,3]benzodioxole-7,3′-indol]-2′(1′H)-one (0.281 g, 1.0 mmol) and (2-methyl-5-(trifluoromethyl)oxazol-4-yl)methanol (0.18 g, 1.0 mmol) in anhydrous tetrahydrofuran (8 mL) was added tributylphosphine (0.30 g, 1.5 mmol) at 0° C., followed by additional of N,N,N′,N′-tetramethylazodicarboxamide (0.26 g, 1.5 mmol). The reaction mixture was stirred at 0° C. for 1 h and stirred at ambient temperature for 16 h. The reaction mixture was quenched with aqueous ammonium chlo... As a reaction SMILES: [NH:1]1[C:9]2[C:4](=[CH:5][CH:6]=[CH:7][CH:8]=2)[C:3]2([C:13]3=[CH:14][C:15]4[O:19][CH2:18][O:17][C:16]=4[CH:20]=[C:12]3[O:11][CH2:10]2)[C:2]1=[O:21].[CH3:22][C:23]1[O:24][C:25]([C:30]([F:33])([F:32])[F:31])=[C:26]([CH2:28]O)[N:27]=1.C(P(CCCC)CCCC)CCC.CN(C)C(N=NC(N(C)C)=O)=O>O1CCCC1>[CH3:22][C:23]1[O:24][C:25]([C:30]([F:33])([F:32])[F:31])=[C:26]([CH2:28][N:1]2[C:9]3[C:4](=[CH:5][CH:6]=[CH:7][CH:8]=3)[C:3]3([C:13]4=[CH:14][C:15]5[O:19][CH2:18][O:17][C:16]=5[CH:20]=[C:12]4[O:11][CH2:10]3)[C:2]2=[O:21])[N:27]=1. Run in O1CCCC1 (tetrahydrofuran). Product: CC=1OC(=C(N1)CN1C(C2(C3=CC=CC=C13)COC=1C2=CC2=C(OCO2)C1)=O)C(F)(F)F (1′-{[2-methyl-5-(trifluoromethyl)-1,3-oxazol-4-yl]methyl}spiro[furo[2,3-f][1,3]benzodioxole-7,3′-indol]-2′(1′H)-one). Yield: 67.5%. Starting materials: CN(C(=O)N=NC(=O)N(C)C)C (N,N,N′,N′-tetramethylazodicarboxamide), N1C(C2(C3=CC=CC=C13)COC=1C2=CC2=C(OCO2)C1)=O (spiro[furo[2,3-f][1,3]benzodioxole-7,3′-indol]-2′(1′H)-one), CC=1OC(=C(N1)CO)C(F)(F)F ((2-methyl-5-(trifluoromethyl)oxazol-4-yl)methanol), C(CCC)P(CCCC)CCCC (tributylphosphine). Run at temperature 0 celsius, time 1 hour. Starting materials: CO[SiH](OC)OC, CO[Si](CC[Si](OC)(OC)OC)(OC)OC, CC(C)c1cccc(C(C)C)c1C(C)C. The product is CO[Si](OC)(OC)OC, C=C[Si](OC)(OC)OC. As a reaction SMILES: [CH3:1][O:2][SiH:3]([O:4][CH3:5])[O:6][CH3:7].[CH3:23][O:24][Si:25]([CH2:26][CH2:27][Si:28]([O:29][CH3:30])([O:31][CH3:32])[O:33][CH3:34])([O:35][CH3:36])[O:37][CH3:38].[CH:8]([c:9]1[c:10]([CH:11]([CH3:12])[CH3:13])[c:14]([CH:15]([CH3:16])[CH3:17])[cH:18][cH:19][cH:20]1)([CH3:21])[CH3:22]>>[CH3:1][O:2][Si:28]([O:29][CH3:30])([O:31][CH3:32])[O:33][CH3:34].[CH3:23][O:24][Si:25]([CH:26]=[CH2:27])([O:35][CH3:36])[O:37][CH3:38].